This data is from the Open Reaction Database (ORD), a public repository of structured organic reaction records. The task is: describe an organic reaction: reactants, conditions, products, and yield The reactants are sulfonated polystyrene, CC(=C)CC(C)(C)C (diisobutene), C1(=CC=CC=C1)O.CC(=C)CC(C)(C)C (phenol diisobutene), C(=C)C1=C(C=CC=C1)C=C (divinylbenzene), C1(=CC=CC=C1)O (phenol). The solvent is O (water). The product is C(CCCCCCC)C1=CC=C(C=C1)O (p-octyl phenol). Reaction SMILES: [CH:1]([C:3]1[CH:8]=[CH:7][CH:6]=[CH:5][C:4]=1C=C)=[CH2:2].[C:11]1([OH:17])[CH:16]=[CH:15][CH:14]=[CH:13][CH:12]=1.CC(CC(C)(C)C)=C.C1(O)C=CC=CC=1.CC(CC(C)(C)C)=C>O>[CH2:2]([C:14]1[CH:15]=[CH:16][C:11]([OH:17])=[CH:12][CH:13]=1)[CH2:1][CH2:3][CH2:4][CH2:5][CH2:6][CH2:7][CH3:8] |f:3.4|. Reported procedure: The reaction is performed discontinuously in a stirred flask equipped with contact thermometer and reflux condenser, under the conditions indicated in Table 1. The flask is charged with 90 g of a sulfonated polystyrene ion exchange resin in the H-form, crosslinked with divinylbenzene to an extent of 8% by weight and having an activity of 4.6 meg/g catalyst, and 282 g of phenol and 168 g of diisobutene (molar ratio phenol: diisobutene=2:1) and 9 g of water (2% by weight, based on the mixture of p... Starting materials: CN(C)C=O, CC(CCOS(C)(=O)=O)=C(F)F, [Na+], O, O=C([O-])O, O=C(O)c1cc2ccccc2s1. As a reaction SMILES: [CH3:1][N:2]([CH3:3])[CH:4]=[O:5].[CH3:6][S:7](=[O:8])(=[O:9])[O:10][CH2:11][CH2:12][C:13](=[C:14]([F:15])[F:16])[CH3:17].[Na+:30].[OH2:35].[OH:31][C:32](=[O:33])[O-:34].[s:18]1[c:19]2[c:20]([cH:21][c:22]1[C:23](=[O:24])[OH:25])[cH:26][cH:27][cH:28][cH:29]2>>[O:10]([CH2:11][CH2:12][C:13](=[C:14]([F:15])[F:16])[CH3:17])[C:23]([c:22]1[s:18][c:19]2[c:20]([cH:21]1)[cH:26][cH:27][cH:28][cH:29]2)=[O:24]. Product: CC(CCOC(=O)c1cc2ccccc2s1)=C(F)F. Reaction SMILES: [C:26](=[O:27])([OH:28])[O-:29].[CH3:1][NH:2][C:3](=[O:4])[CH:5]1[S:6][CH2:7][CH:8]2[O:9][C:10]([CH3:13])([CH3:14])[O:11][CH:12]12.[Cl:15][c:16]1[cH:17][cH:18][cH:19][c:20]([C:21]([O:22][OH:24])=[O:23])[cH:25]1.[Cl:31][CH2:32][Cl:33].[Na+:30]>>[CH3:1][NH:2][C:3](=[O:4])[CH:5]1[S:6](=[O:23])[CH2:7][CH:8]2[O:9][C:10]([CH3:13])([CH3:14])[O:11][CH:12]12. The product is CNC(=O)C1C2OC(C)(C)OC2CS1=O. Reactants: O=C([O-])O, CNC(=O)C1SCC2OC(C)(C)OC21, O=C(OO)c1cccc(Cl)c1, ClCCl, [Na+]. Reactants: Cl.[N+](=O)([O-])C=1C=C(C=CC1)C=1N=C(SC1)N (4-(3-nitro-phenyl)-thiazol-2-ylamine hydrochloride), ClC1=CC=C(C=C1)S(=O)(=O)Cl (4-chlorobenzenesulfonyl chloride), Cl (hydrochloric acid). The solvent is N1=CC=CC=C1 (pyridine). Run at time 30 minute. The product is ClC1=CC=C(C=C1)S(=O)(=O)NC=1SC=C(N1)C1=CC(=CC=C1)[N+](=O)[O-] (4-chloro-N-[4-(3-nitro-phenyl)-thiazol-2-yl]-benzenesulfonamide). Isolated yield 56.0%. Reaction SMILES: Cl.[N+:2]([C:5]1[CH:6]=[C:7]([C:11]2[N:12]=[C:13]([NH2:16])[S:14][CH:15]=2)[CH:8]=[CH:9][CH:10]=1)([O-:4])=[O:3].[Cl:17][C:18]1[CH:23]=[CH:22][C:21]([S:24](Cl)(=[O:26])=[O:25])=[CH:20][CH:19]=1.Cl>N1C=CC=CC=1>[Cl:17][C:18]1[CH:23]=[CH:22][C:21]([S:24]([NH:16][C:13]2[S:14][CH:15]=[C:11]([C:7]3[CH:8]=[CH:9][CH:10]=[C:5]([N+:2]([O-:4])=[O:3])[CH:6]=3)[N:12]=2)(=[O:26])=[O:25])=[CH:20][CH:19]=1 |f:0.1|. Procedure: A mixture of 0.5 g of 4-(3-nitro-phenyl)-thiazol-2-ylamine hydrochloride with 0.45 g of 4-chlorobenzenesulfonyl chloride was stirred overnight with 2 ml of pyridine. The resulting, red colored suspension was poured into 50 ml of 1N hydrochloric acid and the solid which thereby separated was filtered off and dissolved in a mixture of 40 ml of ethanol and 20 ml of 2N sodium hydroxide solution. After the addition of 0.5 g of active charcoal the mixture was stirred at room temperature for 30 minutes... Reactants: N1C=NC2=C1C=CC(=C2)N2C(C(C(C2C2=CC=C(C=C2)N2CCOCC2)=O)C(=O)OCC)=O (ethyl 1-(1H-benzo[d]imidazol-5-yl)-5-(4-morpholinophenyl)-2,4-dioxo-pyrrolidine-3-carboxylate), Intermediate 8, Cl (hydrochloric acid). Yields the product N1C=NC2=C1C=CC(=C2)N2C(CC(C2C2=CC=C(C=C2)N2CCOCC2)=O)=O (1-(1H-Benzo[d]imidazol-5-yl)-5-(4-morpholinophenyl)pyrrolidine-2,4-dione). RXN SMILES: [NH:1]1[C:5]2[CH:6]=[CH:7][C:8]([N:10]3[CH:14]([C:15]4[CH:20]=[CH:19][C:18]([N:21]5[CH2:26][CH2:25][O:24][CH2:23][CH2:22]5)=[CH:17][CH:16]=4)[C:13](=[O:27])[CH:12](C(OCC)=O)[C:11]3=[O:33])=[CH:9][C:4]=2[N:3]=[CH:2]1.Cl>>[NH:1]1[C:5]2[CH:6]=[CH:7][C:8]([N:10]3[CH:14]([C:15]4[CH:20]=[CH:19][C:18]([N:21]5[CH2:22][CH2:23][O:24][CH2:25][CH2:26]5)=[CH:17][CH:16]=4)[C:13](=[O:27])[CH2:12][C:11]3=[O:33])=[CH:9][C:4]=2[N:3]=[CH:2]1. Reported procedure: The compound was synthesized starting from ethyl 1-(1H-benzo[d]imidazol-5-yl)-5-(4-morpholinophenyl)-2,4-dioxo-pyrrolidine-3-carboxylate (which may be prepared in accordance with the procedure described for Intermediate 8; 0.12 g, 0.2676 mmol) and 5 N aqueous hydrochloric acid (6 ml) according to the method described in Method 1, step 3.